From a dataset of the Open Reaction Database (ORD), a public repository of structured organic reaction records. describe an organic reaction: reactants, conditions, products, and yield The reactants are BrC(Br)(Br)Br, CCCCCCCCC=CCCCCCCCCO, ClCCl, c1ccc(P(c2ccccc2)c2ccccc2)cc1. Yields the product CCCCCCCCC=CCCCCCCCCBr. RXN SMILES: [C:39]([Br:40])([Br:41])([Br:42])[Br:43].[CH2:20]([CH2:21][CH2:22][CH2:23][CH2:24][CH2:25][CH2:26][CH2:27][CH:28]=[CH:29][CH2:30][CH2:31][CH2:32][CH2:33][CH2:34][CH2:35][CH2:36][CH3:37])[OH:38].[Cl:44][CH2:45][Cl:46].[c:1]1([P:2]([c:3]2[cH:4][cH:5][cH:6][cH:7][cH:8]2)[c:9]2[cH:10][cH:11][cH:12][cH:13][cH:14]2)[cH:15][cH:16][cH:17][cH:18][cH:19]1>>[CH2:20]([CH2:21][CH2:22][CH2:23][CH2:24][CH2:25][CH2:26][CH2:27][CH:28]=[CH:29][CH2:30][CH2:31][CH2:32][CH2:33][CH2:34][CH2:35][CH2:36][CH3:37])[Br:40]. The reactants are NC=1C=C(C(=O)OC)C=C(C1O)N (methyl 3,5-diamino-4-hydroxybenzoate), Cl (hydrogen chloride). Run in CO (methanol). Reaction conditions: temperature 0 celsius, time 8 hour. The product is Cl.Cl.NC=1C=C(C(=O)OC)C=C(C1O)N (Methyl 3,5-diamino-4-hydroxybenzoate Dihydrochloride). The yield is 57.0%. RXN SMILES: [NH2:1][C:2]1[CH:3]=[C:4]([CH:9]=[C:10]([NH2:13])[C:11]=1[OH:12])[C:5]([O:7][CH3:8])=[O:6].[ClH:14]>CO>[ClH:14].[ClH:14].[NH2:1][C:2]1[CH:3]=[C:4]([CH:9]=[C:10]([NH2:13])[C:11]=1[OH:12])[C:5]([O:7][CH3:8])=[O:6] |f:3.4.5|. Reported procedure: The resultant ester was dissolved in minimum amount of methanol and cooled to 0° C. Dry hydrogen chloride gas was passed through the mixture for 15 minutes. After storing -20° C. overnight, the separated solid was filtered and dried. It was crystallized from ethanol, water and ether to give the desired compound 1.80 g (57%), m.p. 251-252.